From a dataset of the Open Reaction Database (ORD), a public repository of structured organic reaction records. describe an organic reaction: reactants, conditions, products, and yield Starting materials: C(C)(=O)C1=CC=CC=C1 (acetophenone), C(C1=CC=CC=C1)=O (benzaldehyde), S(O)(O)(=O)=O (sulfuric acid), S(O)(O)(=O)=O (sulfuric acid), [I-].[Na+] (sodium iodide), O.NN (hydrazine hydrate). Conditions: temperature 40 celsius, time 30 minute. Product: C1(=CC=CC=C1)C1=NNC(=C1)C1=CC=CC=C1 (3,5-diphenylpyrazole). Yield: 94.4%. Reaction SMILES: [C:1]([C:4]1[CH:9]=[CH:8][CH:7]=[CH:6][CH:5]=1)(=O)[CH3:2].[CH:10](=O)[C:11]1[CH:16]=[CH:15][CH:14]=[CH:13][CH:12]=1.S(=O)(=O)(O)O.[I-].[Na+].O.[NH2:26][NH2:27]>>[C:11]1([C:10]2[CH:2]=[C:1]([C:4]3[CH:9]=[CH:8][CH:7]=[CH:6][CH:5]=3)[NH:27][N:26]=2)[CH:16]=[CH:15][CH:14]=[CH:13][CH:12]=1 |f:3.4,5.6|. Procedure: 60 parts (0.5 mol) of acetophenone and 53 parts (0.5 mol) of benzaldehyde were simultaneously added dropwise at 40° C. to 326.7 parts (2.0 mol) of 60% strength by weight sulfuric acid in the course of 30 minutes. The mixture was stirred at 40° C. for 30 minutes and the phases were then separated. The sulfuric acid phase was initially introduced intoa four-necked flask with 0.5 parts (0.0033 mol) of sodium iodide and heatedto 130° C. The upper phase was then simultaneously added dropwise with 25 ... The reactants are N1CC(C1)C(=O)N1CCN(CCC1)C1CCC1 (1-(azetidin-3-ylcarbonyl)-4-cyclobutyl-1,4-diazepane), ClC1=CC=C(C=C1)O (4-chlorophenol), ClC(Cl)(OC(OC(Cl)(Cl)Cl)=O)Cl (triphosgene), CCN(C(C)C)C(C)C (DIPEA). Run in C(Cl)Cl (DCM), O (water), ClCCCl (DCE), ClCCCl (DCE). Run at temperature 0 celsius, time 90 minute. The product is C1(CCC1)N1CCN(CCC1)C(=O)C1CN(C1)C(=O)OC1=CC=C(C=C1)Cl (4-chlorophenyl 3-[(4-cyclobutyl-1,4-diazepan-1-yl)carbonyl]azetidine-1-carboxylate). The yield is 0.2%. As a reaction SMILES: [Cl:1][C:2]1[CH:7]=[CH:6][C:5]([OH:8])=[CH:4][CH:3]=1.ClC(Cl)(O[C:13](=[O:19])OC(Cl)(Cl)Cl)Cl.CCN(C(C)C)C(C)C.[NH:30]1[CH2:33][CH:32]([C:34]([N:36]2[CH2:42][CH2:41][CH2:40][N:39]([CH:43]3[CH2:46][CH2:45][CH2:44]3)[CH2:38][CH2:37]2)=[O:35])[CH2:31]1>ClCCCl.C(Cl)Cl.O>[CH:43]1([N:39]2[CH2:40][CH2:41][CH2:42][N:36]([C:34]([CH:32]3[CH2:31][N:30]([C:13]([O:8][C:5]4[CH:6]=[CH:7][C:2]([Cl:1])=[CH:3][CH:4]=4)=[O:19])[CH2:33]3)=[O:35])[CH2:37][CH2:38]2)[CH2:46][CH2:45][CH2:44]1. Procedure details: A stirred solution of 4-chlorophenol (200 mg, 1.56 mmol) and triphosgene (460 mg, 1.56 mmol) in DCE (5 ml) was cooled to 0° C. and DIPEA (2.16 ml, 12.4 mmol) added. The resulting solution was stirred at 0° C. for 90 minutes then 1-(azetidin-3-ylcarbonyl)-4-cyclobutyl-1,4-diazepane (367 mg, 1.56 mmol) in DCE (2 ml) was added. The resulting mixture was heated at 100° C. for 12 hours then cooled to room temperature and diluted with DCM (25 ml) and water (30 ml). The organic phase was separated and ... Starting materials: BrC=1C=CC(=NC1)CC (5-Bromo-2-ethylpyridine), C[S-].[Na+] (sodium methanethiolate). Solvent: C(C)OCC (diethyl ether), CN(C)C=O (DMF). Conditions: temperature 100 celsius. Product: C(C)C1=NC=C(C=C1)SC (2-Ethyl-5-methylthiopyridine). The yield is 56.4%. As a reaction SMILES: Br[C:2]1[CH:3]=[CH:4][C:5]([CH2:8][CH3:9])=[N:6][CH:7]=1.[CH3:10][S-:11].[Na+]>CN(C=O)C.C(OCC)C>[CH2:8]([C:5]1[CH:4]=[CH:3][C:2]([S:11][CH3:10])=[CH:7][N:6]=1)[CH3:9] |f:1.2|. Procedure: A solution of 5-bromo-2-ethylpyridine (see part (i)) (3.0 g, 16.2 mmol) in dry DMF (4.5 ml) was treated with sodium methanethiolate (1.8 g, 24.3 mmol) and the suspension heated at 100° C. for 3 hours. The cooled mixture was diluted with diethyl ether (200 ml), washed with water (4×100 ml), then dried (MgSO4) and evaporated under reduced pressure. The residue was purified by flash chromatography on silica by elution with dichloromethane. The appropriate fractions were combined and evaporated unde... Reactants: C(C)(=O)O (acetic acid), C(C)(=O)NC1C=2C=CC=CC2C=2NC(C=3N(C21)C=CN3)=O (10-acetamido-5H,10H-imidazo[1,2-a]indeno[1,2-e]pyrazin-4-one), CI (methyl iodide), ice, [H-].[Na+] (sodium hydride). The solvent is CS(=O)C (dimethyl sulphoxide), O (water), C(C)O (ethanol), CS(=O)C (dimethyl sulphoxide), O (water), C(C)O (ethanol), O (water). Reaction conditions: temperature 20 celsius, time 20 minute. Product: C(C)(=O)NC1(C=2C=CC=CC2C=2NC(C=3N(C21)C=CN3)=O)C (10-acetamido-10-methyl-5H,10H-imidazo[1,2-a]indeno[1,2-e]pyrazin-4-one). Reaction SMILES: [C:1]([NH:4][CH:5]1[C:17]2[N:16]3[CH:18]=[CH:19][N:20]=[C:15]3[C:14](=[O:21])[NH:13][C:12]=2[C:11]2[CH:10]=[CH:9][CH:8]=[CH:7][C:6]1=2)(=[O:3])[CH3:2].[H-].[Na+].CI.[C:26](O)(=O)C>CS(C)=O.O.C(O)C>[C:1]([NH:4][C:5]1([CH3:26])[C:17]2[N:16]3[CH:18]=[CH:19][N:20]=[C:15]3[C:14](=[O:21])[NH:13][C:12]=2[C:11]2[CH:10]=[CH:9][CH:8]=[CH:7][C:6]1=2)(=[O:3])[CH3:2] |f:1.2|. Reported procedure: To a suspension of 3.54 g of 10-acetamido-5H,10H-imidazo[1,2-a]indeno[1,2-e]pyrazin-4-one in 80 ml of anhydrous dimethyl sulphoxide, maintained at 20° C. under a nitrogen atmosphere, is added 0.86 g of 80% sodium hydride and the mixture is stirred for 20 minutes. A solution of 1.7 g of methyl iodide in 8 ml of anhydrous dimethyl sulphoxide is then added dropwise over 5 minutes at the same temperature, the mixture is stirred for 1 hour and 40 ml of distilled water are added slowly. After stirring... Reactants: BrC1=CC=CC(=N1)CN1C=C(C(C2=CC=CC=C12)=O)C(=O)C=1C=NC(=CC1)Cl (1-(6-bromo-pyridin-2-ylmethyl)-3-(6-chloro-pyridine-3-carbonyl)-1H-quinolin-4-one), C(C)NCC (diethylamine), yellow powder. The solvent is C1CCOC1 (THF). Product: BrC1=CC=CC(=N1)CN1C=C(C(C2=CC=CC=C12)=O)C(=O)C=1C=NC(=CC1)N(CC)CC (1-(6-Bromo-pyridin-2-ylmethyl)-3-(6-diethylamino-pyridine-3-carbonyl)-1H-quinolin-4-one). RXN SMILES: [Br:1][C:2]1[N:7]=[C:6]([CH2:8][N:9]2[C:18]3[C:13](=[CH:14][CH:15]=[CH:16][CH:17]=3)[C:12](=[O:19])[C:11]([C:20]([C:22]3[CH:23]=[N:24][C:25](Cl)=[CH:26][CH:27]=3)=[O:21])=[CH:10]2)[CH:5]=[CH:4][CH:3]=1.[CH2:29]([NH:31][CH2:32][CH3:33])[CH3:30]>C1COCC1>[Br:1][C:2]1[N:7]=[C:6]([CH2:8][N:9]2[C:18]3[C:13](=[CH:14][CH:15]=[CH:16][CH:17]=3)[C:12](=[O:19])[C:11]([C:20]([C:22]3[CH:23]=[N:24][C:25]([N:31]([CH2:32][CH3:33])[CH2:29][CH3:30])=[CH:26][CH:27]=3)=[O:21])=[CH:10]2)[CH:5]=[CH:4][CH:3]=1. Reported procedure: Experimental conditions analogous to those described for Example 141, from 97 mg (0.21 mmol) of 1-(6-bromo-pyridin-2-ylmethyl)-3-(6-chloro-pyridine-3-carbonyl)-1H-quinolin-4-one and 3 mL diethylamine in 7 mL THF. Yield: 50 mg of a yellow powder. LC-MSD, m/z for C25H23BrN4O2 [M+H]+=491.0, 493.0; HPLC retention time: 2.9 min. Reactants: NC1=CC=C(C=C1)C1=C(NC2=CN=CC=C21)C(=O)N (3-(4-aminophenyl)-1H-pyrrolo[2,3-c]pyridine-2-carboxamide), FC1=CC=C(C=C1)N=C=O (4-fluorophenyl isocyanate). Reported procedure: 73 mg of solid yellow 3-{4-[3-(4-fluorophenyl)ureido]phenyl}-1H-pyrrolo[2,3-c]pyridine-2-carboxamide are prepared as described in Example 1 starting with 3-(4-aminophenyl)-1H-pyrrolo[2,3-c]pyridine-2-carboxamide and 4-fluorophenyl isocyanate. Yields the product solid, FC1=CC=C(C=C1)NC(NC1=CC=C(C=C1)C1=C(NC2=CN=CC=C21)C(=O)N)=O (3-{4-[3-(4-fluorophenyl)ureido]phenyl}-1H-pyrrolo[2,3-c]pyridine-2-carboxamide). As a reaction SMILES: [NH2:1][C:2]1[CH:7]=[CH:6][C:5]([C:8]2[C:16]3[C:11](=[CH:12][N:13]=[CH:14][CH:15]=3)[NH:10][C:9]=2[C:17]([NH2:19])=[O:18])=[CH:4][CH:3]=1.[F:20][C:21]1[CH:26]=[CH:25][C:24]([N:27]=[C:28]=[O:29])=[CH:23][CH:22]=1>>[F:20][C:21]1[CH:26]=[CH:25][C:24]([NH:27][C:28](=[O:29])[NH:1][C:2]2[CH:3]=[CH:4][C:5]([C:8]3[C:16]4[C:11](=[CH:12][N:13]=[CH:14][CH:15]=4)[NH:10][C:9]=3[C:17]([NH2:19])=[O:18])=[CH:6][CH:7]=2)=[CH:23][CH:22]=1.